Dataset: the Open Reaction Database (ORD), a public repository of structured organic reaction records. Task: describe an organic reaction: reactants, conditions, products, and yield The reactants are O (water), [OH-].[Na+] (sodium hydroxide), OC1=CC2=C(OC3=C2C=C(C=C3)O)C=C1 (2,8-dihydroxydibenzofuran), Cl.N1(CCCCC1)CCCCl (3-piperidinopropyl chloride hydrochloride). The solvent is C1(=CC=CC=C1)C (toluene). Reaction conditions: time 24 hour. The product is Cl.Cl.N1(CCCCC1)CCCOC1=CC2=C(OC3=C2C=C(C=C3)OCCCN3CCCCC3)C=C1 (2,8-Bis(3-piperidinopropoxy)dibenzofuran dihydrochloride). RXN SMILES: O.[OH-].[Na+].[OH:4][C:5]1[CH:18]=[CH:17][C:8]2[O:9][C:10]3[CH:15]=[CH:14][C:13]([OH:16])=[CH:12][C:11]=3[C:7]=2[CH:6]=1.[ClH:19].[N:20]1([CH2:26][CH2:27][CH2:28][Cl:29])[CH2:25][CH2:24][CH2:23][CH2:22][CH2:21]1>C1(C)C=CC=CC=1>[ClH:29].[ClH:19].[N:20]1([CH2:26][CH2:27][CH2:28][O:16][C:13]2[CH:14]=[CH:15][C:10]3[O:9][C:8]4[CH:17]=[CH:18][C:5]([O:4][CH2:28][CH2:27][CH2:26][N:20]5[CH2:25][CH2:24][CH2:23][CH2:22][CH2:21]5)=[CH:6][C:7]=4[C:11]=3[CH:12]=2)[CH2:25][CH2:24][CH2:23][CH2:22][CH2:21]1 |f:1.2,4.5,7.8.9|. Reported procedure: To 200 ml of water containing 13.0 g (0.33 mole) of sodium hydroxide and 12.0 g (0.06 mole) of 2,8-dihydroxydibenzofuran are added 250 ml of toluene and 29.7 g (0.15 mole) of 3-piperidinopropyl chloride hydrochloride, and the heterogeneous reaction mixture is heated to reflux with stirring for 24 hours. When cool, the organic layer is washed with water, dried over magnesium sulfate then concentrated in vacuo. The remaining oily residue is dissolved in ether and treated with ethereal HCl to give ... The reactants are [Cl-].[NH4+] (ammoniumchloride), C1(CCCCC1)NC1CCCCC1 (Dicyclohexylamine), C(C1=CC=CC=C1)#N (Benzonitrile), C[Mg]Br (methylmagnesiumbromide). Run in C(C)OCC (diethylether). Run at time 3 hour. Yields the product C1(CCCCC1)N(C(C1=CC=CC=C1)=N)C1CCCCC1 (N,N-dicyclohexylbenzamidine). RXN SMILES: [CH:1]1([NH:7][CH:8]2[CH2:13][CH2:12][CH2:11][CH2:10][CH2:9]2)[CH2:6][CH2:5][CH2:4][CH2:3][CH2:2]1.C[Mg]Br.[C:17](#[N:24])[C:18]1[CH:23]=[CH:22][CH:21]=[CH:20][CH:19]=1.[Cl-].[NH4+]>C(OCC)C>[CH:8]1([N:7]([CH:1]2[CH2:2][CH2:3][CH2:4][CH2:5][CH2:6]2)[C:17](=[NH:24])[C:18]2[CH:23]=[CH:22][CH:21]=[CH:20][CH:19]=2)[CH2:9][CH2:10][CH2:11][CH2:12][CH2:13]1 |f:3.4|. Procedure details: Dicyclohexylamine (18.1 g, 0.10 mmol) was dissolved in diethylether (150 ml). The solution was heated to reflux temperature and a solution of methylmagnesiumbromide (33 ml, 3.0 M in diethylether, 0.10 mol) was added dropwise over a period of 20 minutes. After the addition, the reaction mixture was stirred for 3 hours at room temperature. Benzonitrile (10.3 g, 0.10 mol) was added and the reaction mixture was stirred for 20 hours at room temperature. A solution of ammoniumchloride (10% in water, 1... Reactants: CCCC[N+](CCCC)(CCCC)CCCC, C1CCOC1, COC(=O)C1CN(C(=O)OC(C)(C)C)CCC1c1ccc(OCCO[Si](C)(C)C(C)(C)C)cc1, [Cl-], [F-], [NH4+]. Product: COC(=O)C1CN(C(=O)OC(C)(C)C)CCC1c1ccc(OCCO)cc1. As a reaction SMILES: [CH2:36]([N+:37]([CH2:38][CH2:39][CH2:40][CH3:41])([CH2:42][CH2:43][CH2:44][CH3:45])[CH2:46][CH2:47][CH2:48][CH3:49])[CH2:50][CH2:51][CH3:52].[CH2:55]1[O:56][CH2:57][CH2:58][CH2:59]1.[CH3:1][O:2][C:3](=[O:4])[CH:5]1[CH2:6][N:7]([C:28](=[O:29])[O:30][C:31]([CH3:32])([CH3:33])[CH3:34])[CH2:8][CH2:9][CH:10]1[c:11]1[cH:12][cH:13][c:14]([O:17][CH2:18][CH2:19][O:20][Si:21]([C:22]([CH3:23])([CH3:24])[CH3:25])([CH3:26])[CH3:27])[cH:15][cH:16]1.[Cl-:53].[F-:35].[NH4+:54]>>[CH3:1][O:2][C:3](=[O:4])[CH:5]1[CH2:6][N:7]([C:28](=[O:29])[O:30][C:31]([CH3:32])([CH3:33])[CH3:34])[CH2:8][CH2:9][CH:10]1[c:11]1[cH:12][cH:13][c:14]([O:17][CH2:18][CH2:19][OH:20])[cH:15][cH:16]1. Run in C(C)(=O)OCC (ethyl acetate). Reaction conditions: temperature 60 celsius, time 15 minute. Reagents/catalysts: [Zn] (zinc). The reactants are C[Si](Cl)(C)C (trimethylchlorosilane), 50C, Cl (hydrochloric acid), BrCC(=O)OC (methyl bromoacetate), C(CCCCCCC)=O (octanal). Product: OC(CC(=O)OC)CCCCCCC (Methyl 3-hydroxydecanoate). Procedure: At room temperature, a three-neck flask equipped with a reflux condenser, internal thermometer, dropping funnel and stirrer under nitrogen protective gas was initially charged with 7.1 g of zinc powder (108 mmol) in 42 ml of ethyl acetate. After 1.7 ml of trimethylchlorosilane (13.4 mmol) had been added, the mixture was heated to 60° C. for 15 min, then allowed to cool to 55° C. and 15.3 g of undiluted methyl bromoacetate (100 mmol) were subsequently added dropwise within 7 min, and the temperat... As a reaction SMILES: C[Si](C)(C)Cl.Br[CH2:7][C:8]([O:10][CH3:11])=[O:9].[CH:12](=[O:20])[CH2:13][CH2:14][CH2:15][CH2:16][CH2:17][CH2:18][CH3:19].Cl>C(OCC)(=O)C.[Zn]>[OH:20][CH:12]([CH2:13][CH2:14][CH2:15][CH2:16][CH2:17][CH2:18][CH3:19])[CH2:7][C:8]([O:10][CH3:11])=[O:9].